Dataset: the Open Reaction Database (ORD), a public repository of structured organic reaction records. Task: describe an organic reaction: reactants, conditions, products, and yield The reactants are ClC1=CC=C(C=C1)N1C(O[C@H]([C@@H]1C1=CC(=CC=C1)OC)CN1N=NC(=C1)C(=O)O)=O (1-(((4S,5S)-3-(4-chlorophenyl)-4-(3-methoxyphenyl)-2-oxooxazolidin-5-yl)methyl)-1H-1,2,3-triazole-4-carboxylic acid), N,N′-carbonyldiimidazole, O1N=CN=C1 (1,2,4-oxadiazole), C(C)(N)=NO (Acetamide oxime). Run in O1CCOCC1 (dioxane), C(C)#N (acetonitrile). Run at time 30 minute. Product: ClC1=CC=C(C=C1)N1C(O[C@H]([C@@H]1C1=CC(=CC=C1)OC)CN1N=NC(=C1)C1=NC(=NO1)C)=O ((4S,5S)-3-(4-chlorophenyl)-4-(3-methoxyphenyl)-5-((4-(3-methyl-1,2,4-oxadiazol-5-yl)-1H-1,2,3-triazol-1-yl)methyl)oxazolidin-2-one). Reaction SMILES: O1C=NC=N1.[Cl:6][C:7]1[CH:12]=[CH:11][C:10]([N:13]2[C@@H:17]([C:18]3[CH:23]=[CH:22][CH:21]=[C:20]([O:24][CH3:25])[CH:19]=3)[C@H:16]([CH2:26][N:27]3[CH:31]=[C:30]([C:32](O)=[O:33])[N:29]=[N:28]3)[O:15][C:14]2=[O:35])=[CH:9][CH:8]=1.[C:36](=[N:39]O)([NH2:38])[CH3:37]>O1CCOCC1.C(#N)C>[Cl:6][C:7]1[CH:8]=[CH:9][C:10]([N:13]2[C@@H:17]([C:18]3[CH:23]=[CH:22][CH:21]=[C:20]([O:24][CH3:25])[CH:19]=3)[C@H:16]([CH2:26][N:27]3[CH:31]=[C:30]([C:32]4[O:33][N:39]=[C:36]([CH3:37])[N:38]=4)[N:29]=[N:28]3)[O:15][C:14]2=[O:35])=[CH:11][CH:12]=1. Reported procedure: Reference for 1,2,4-oxadiazole formation: Bioorg. Med. Chem. Lett. 1999, 9, 209. A solution of 1-(((4S,5S)-3-(4-chlorophenyl)-4-(3-methoxyphenyl)-2-oxooxazolidin-5-yl)methyl)-1H-1,2,3-triazole-4-carboxylic acid (32 mg, 0.07 mmol) in dioxane (0.5 mL) is treated with N,N′-carbonyldiimidazole and stirred at room temperature for 30 min. Acetamide oxime (10 mg, 0.13 mmol) is then added and the mixture stirred for 2 h at room temperature then at 100° C. for 18 h. The reaction solution is then diluted ... Starting materials: CCOC(=O)c1ccc(C#Cc2ccc(C3(OCC)CC3)c(C(C)C)c2)cc1, CCO, [Na+], [OH-]. Product: CCOC1(c2ccc(C#Cc3ccc(C(=O)O)cc3)cc2C(C)C)CC1. Reaction SMILES: [CH2:1]([CH3:2])[O:3][C:4]1([c:7]2[c:8]([CH:26]([CH3:27])[CH3:28])[cH:9][c:10]([C:13]#[C:14][c:15]3[cH:16][cH:17][c:18]([C:19](=[O:20])[O:21][CH2:22][CH3:23])[cH:24][cH:25]3)[cH:11][cH:12]2)[CH2:5][CH2:6]1.[CH3:31][CH2:32][OH:33].[Na+:30].[OH-:29]>>[CH2:1]([CH3:2])[O:3][C:4]1([c:7]2[c:8]([CH:26]([CH3:27])[CH3:28])[cH:9][c:10]([C:13]#[C:14][c:15]3[cH:16][cH:17][c:18]([C:19](=[O:20])[OH:21])[cH:24][cH:25]3)[cH:11][cH:12]2)[CH2:5][CH2:6]1.